This data is from the Open Reaction Database (ORD), a public repository of structured organic reaction records. The task is: describe an organic reaction: reactants, conditions, products, and yield Starting materials: C(C)OC(CO)OCC (2,2-Diethoxyethanol), C([O-])([O-])=O.[Cs+].[Cs+] (cesium carbonate), CN(C)C=O (DMF), BrC=1C=NC(=NC1)Cl (5-bromo-2-chloropyrimidine). Solvent: O (water). Run at time 12 hour. Yields the product BrC=1C=NC(=NC1)OCC(OCC)OCC (5-bromo-2-(2,2-diethoxyethoxy)pyrimidine). The yield is 94.2%. As a reaction SMILES: [CH2:1]([O:3][CH:4]([O:7][CH2:8][CH3:9])[CH2:5][OH:6])[CH3:2].C(=O)([O-])[O-].[Cs+].[Cs+].CN(C=O)C.[Br:21][C:22]1[CH:23]=[N:24][C:25](Cl)=[N:26][CH:27]=1>O>[Br:21][C:22]1[CH:23]=[N:24][C:25]([O:6][CH2:5][CH:4]([O:7][CH2:8][CH3:9])[O:3][CH2:1][CH3:2])=[N:26][CH:27]=1 |f:1.2.3|. Reported procedure: 2,2-Diethoxyethanol (1.6 g) and cesium carbonate (5.8 g) were added to DMF solution (10 mL) of 5-bromo-2-chloropyrimidine (1.15 g), and stirred at room temperature for 12 hours. After addition of water, the reaction liquid was extracted with ethyl acetate and dried over anhydrous magnesium sulfate. Concentrating the solvent under reduced pressure, the residue was purified on silica gel column chromatography (C-200; ethyl acetate:hexane=1:9-1:4) to provide the title compound (1.63 g, 94%).